Dataset: the Open Reaction Database (ORD), a public repository of structured organic reaction records. Task: describe an organic reaction: reactants, conditions, products, and yield Reactants: ClC1=C(C=CC(=C1)Cl)N1C(=NC=2C1=NC(=CC2NCCCl)C)C ([3-(2,4-dichlorophenyl)-2,5-dimethylimidazolo[5,4-b]pyridin-7-yl](2-chloroethyl)amine), C1(CCCC1)N (cyclopentyl amine). Run in CN1CCCC1=O (NMP). The product is ClC1=C(C=CC(=C1)Cl)N1C(=NC=2C1=NC(=CC2NCCNC2CCCC2)C)C ([3-(2,4-dichlorophenyl)-2,5-dimethylimidazolo[5,4-b]pyridin-7-yl][2-(cyclopentylamino)ethyl]amine). RXN SMILES: [Cl:1][C:2]1[CH:7]=[C:6]([Cl:8])[CH:5]=[CH:4][C:3]=1[N:9]1[C:13]2=[N:14][C:15]([CH3:22])=[CH:16][C:17]([NH:18][CH2:19][CH2:20]Cl)=[C:12]2[N:11]=[C:10]1[CH3:23].[CH:24]1([NH2:29])[CH2:28][CH2:27][CH2:26][CH2:25]1>CN1C(=O)CCC1>[Cl:1][C:2]1[CH:7]=[C:6]([Cl:8])[CH:5]=[CH:4][C:3]=1[N:9]1[C:13]2=[N:14][C:15]([CH3:22])=[CH:16][C:17]([NH:18][CH2:19][CH2:20][NH:29][CH:24]3[CH2:28][CH2:27][CH2:26][CH2:25]3)=[C:12]2[N:11]=[C:10]1[CH3:23]. Procedure details: Heat a solution of [3-(2,4-dichlorophenyl)-2,5-dimethylimidazolo[5,4-b]pyridin-7-yl](2-chloroethyl)amine (0.08 g, 0.22 mmol), and cyclopentyl amine (0.2 mL g, 0.22 mmol) in dry NMP (3 mL) at 80° C. for 20 h. Pour the cooled mixture onto water (30 mL) and extract twice with EtOAc (50 mL). Wash the combined extracts with brine (50 mL), dry, and evaporate in vacuo. Purify by preparative TLC (10% MeOH in CH2Cl2) to obtain the title compound as a yellow oil. The reactants are CC1(OC([C@@H](O1)CCO)=O)C ((s)-(+)-2,2-dimethyl-5-oxo-1,3-dioxolane-4-ethanol), C1(=CC=CC=C1)P(C1=CC=CC=C1)C1=CC=CC=C1 (triphenylphosphine), CC(C)(C)C=1C=C(C=C(C1O)C(C)(C)C)SC(C)(C)SC2=CC(=C(C(=C2)C(C)(C)C)O)C(C)(C)C (probucol), N(=NC(=O)OCC)C(=O)OCC (diethyl azodicarboxylate). The solvent is C1CCOC1 (THF). Conditions: temperature 0 celsius, time 18 hour. Product: C(C)(C)(C)C1=C(C(=CC(=C1)SC(C)(C)SC1=CC(=C(C(=C1)C(C)(C)C)OCC[C@@H]1OC(OC1)(C)C)C(C)(C)C)C(C)(C)C)O (2,6-di-tert-butyl-4-(1-{3,5-di-tert-butyl-4-[2-(2,2-dimethyl-[1,3]dioxolan-4(S)-yl)-ethoxy]-phenylsulfanyl}-1-methyl-ethylsulfanyl)-phenol). Isolated yield 28.4%. RXN SMILES: [CH3:1][C:2]1([CH3:11])[O:6][C@@H:5]([CH2:7][CH2:8][OH:9])[C:4](=O)[O:3]1.C1(P(C2C=CC=CC=2)C2C=CC=CC=2)C=CC=CC=1.[CH3:31][C:32]([C:35]1[CH:36]=[C:37]([S:46][C:47]([S:50][C:51]2[CH:56]=[C:55]([C:57]([CH3:60])([CH3:59])[CH3:58])[C:54]([OH:61])=[C:53]([C:62]([CH3:65])([CH3:64])[CH3:63])[CH:52]=2)([CH3:49])[CH3:48])[CH:38]=[C:39]([C:42]([CH3:45])([CH3:44])[CH3:43])[C:40]=1O)([CH3:34])[CH3:33].N(C(OCC)=O)=NC(OCC)=O>C1COCC1>[C:57]([C:55]1[CH:56]=[C:51]([S:50][C:47]([S:46][C:37]2[CH:36]=[C:35]([C:32]([CH3:34])([CH3:33])[CH3:31])[C:40]([O:9][CH2:8][CH2:7][C@H:5]3[CH2:4][O:3][C:2]([CH3:11])([CH3:1])[O:6]3)=[C:39]([C:42]([CH3:45])([CH3:44])[CH3:43])[CH:38]=2)([CH3:49])[CH3:48])[CH:52]=[C:53]([C:62]([CH3:65])([CH3:64])[CH3:63])[C:54]=1[OH:61])([CH3:60])([CH3:59])[CH3:58]. Procedure: A 1 L round bottom flask equipped with a nitrogen adapter, temperature probe and addition funnel was charged with 9.3 g (58 mmol, 1.3 eq) of (s)-(+)-2,2-dimethyl-5-oxo-1,3-dioxolane-4-ethanol (Ex-10A), 500 mL of anhydrous THF, 25.6 g (98.3 mmol, 2.2 eq) of triphenylphosphine and 23.1 g (44.7 mmol, 1 eq) of probucol. The reaction mixture was cooled to 0° C. with an ice bath, 14.0 mL (89.4 mmol, 2.0 eq) of diethyl azodicarboxylate was charged to the addition funnel and then added dropwise to the r... Reactants: FC1=C(C(=O)O)C=CC(=C1F)OCCCCCCCCCCCC (2,3-difluoro-4-dodecyloxybenzoic acid), C(CCCC)[C@@H]1CC[C@H](CC1)/C=C/COC1=CC=C(C=C1)O (4-[(E)-3-(trans-4-pentylcyclohexyl)allyloxy]phenol), C1(CCCCC1)N=C=NC1CCCCC1 (N,N'-dicyclohexylcarbodiimide). Reagents/catalysts: CN(C1=CC=NC=C1)C (4-(dimethylamino)pyridine). The solvent is ClCCl (dichloromethane). Conditions: time 8 hour. Product: C(CCCC)[C@@H]1CC[C@H](CC1)/C=C/COC1=CC=C(C=C1)OC(C1=C(C(=C(C=C1)OCCCCCCCCCCCC)F)F)=O (2,3-difluoro-4-dodecyloxybenzoic acid 4-[(E)-3-(trans-4-pentylcyclohexyl)allyloxy]phenyl ester). As a reaction SMILES: [F:1][C:2]1[C:10]([F:11])=[C:9]([O:12][CH2:13][CH2:14][CH2:15][CH2:16][CH2:17][CH2:18][CH2:19][CH2:20][CH2:21][CH2:22][CH2:23][CH3:24])[CH:8]=[CH:7][C:3]=1[C:4]([OH:6])=[O:5].[CH2:25]([C@H:30]1[CH2:35][CH2:34][C@H:33](/[CH:36]=[CH:37]/[CH2:38][O:39][C:40]2[CH:45]=[CH:44][C:43](O)=[CH:42][CH:41]=2)[CH2:32][CH2:31]1)[CH2:26][CH2:27][CH2:28][CH3:29].C1(N=C=NC2CCCCC2)CCCCC1>CN(C)C1C=CN=CC=1.ClCCl>[CH2:25]([C@H:30]1[CH2:31][CH2:32][C@H:33](/[CH:36]=[CH:37]/[CH2:38][O:39][C:40]2[CH:41]=[CH:42][C:43]([O:5][C:4](=[O:6])[C:3]3[CH:7]=[CH:8][C:9]([O:12][CH2:13][CH2:14][CH2:15][CH2:16][CH2:17][CH2:18][CH2:19][CH2:20][CH2:21][CH2:22][CH2:23][CH3:24])=[C:10]([F:11])[C:2]=3[F:1])=[CH:44][CH:45]=2)[CH2:34][CH2:35]1)[CH2:26][CH2:27][CH2:28][CH3:29]. Reported procedure: 2.0 g of 2,3-difluoro-4-dodecyloxybenzoic acid, 1.8 g of 4-[(E)-3-(trans-4-pentylcyclohexyl)allyloxy]phenol and 0.1 g of 4-(dimethylamino)pyridine were dissolved in 50 ml of dichloromethane and the solution was treated portionwise within 10 minutes while stirring with 1.4 g of N,N'-dicyclohexylcarbodiimide. The mixture was stirred at room temperature overnight and then filtered. The filtrate was diluted with dichloromethane, washed twice with 50 ml of saturated sodium carbonate solution each tim... Starting materials: C(C)C1=CC=C(CSC=2C=C(C(N(C2)COC)=O)OCOC)C=C1 (5-[(4-ethylbenzyl)sulfanyl]-3-(methoxymethoxy)-1-(methoxymethyl)pyridin-2(1H)-one), C(C)C1=CC=C(CSC=2C=C(C(N(C2)COC)=O)OCOC)C=C1 (5-[(4-ethylbenzyl)sulfanyl]-3-(methoxymethoxy)-1-(methoxymethyl)pyridin-2(1H)-one), CC=1OC=C(N1)CCl (2-methyl-4-chloromethyl-1,3-oxazole). Yields the product COCOC=1C(N(C=C(C1)SCC=1N=C(OC1)C)COC)=O (3-(Methoxymethoxy)-1-(methoxymethyl)-5-{[(2-methyl-1,3-oxazol-4-yl)methyl]sulfanyl}pyridin-2(1H)-one). RXN SMILES: C(C1C=[CH:23][C:6]([CH2:7][S:8][C:9]2[CH:10]=[C:11]([O:19][CH2:20][O:21][CH3:22])[C:12](=[O:18])[N:13]([CH2:15][O:16][CH3:17])[CH:14]=2)=CC=1)C.[CH3:25][C:26]1[O:27]C=C(CCl)[N:30]=1>>[CH3:22][O:21][CH2:20][O:19][C:11]1[C:12](=[O:18])[N:13]([CH2:15][O:16][CH3:17])[CH:14]=[C:9]([S:8][CH2:7][C:6]2[N:30]=[C:26]([CH3:25])[O:27][CH:23]=2)[CH:10]=1. Reported procedure: Prepared as described for 5-[(4-ethylbenzyl)sulfanyl]-3-(methoxymethoxy)-1-(methoxymethyl)pyridin-2(1H)-one (Intermediate 17) but using 2-methyl-4-chloromethyl-1,3-oxazole instead of 1-(chloromethyl)-4-ethylbenzene.